This data is from the Open Reaction Database (ORD), a public repository of structured organic reaction records. The task is: describe an organic reaction: reactants, conditions, products, and yield The reactants are [OH-].[Na+] (sodium hydroxide), FC1=C(C=CC=C1)C(C(=O)OC)(C)C (Methyl 2-(2-fluorophenyl)-2-methylpropanoate). Run in O (water), CO (methanol), C1CCOC1 (THF). Run at temperature 40 celsius. Product: FC1=C(C=CC=C1)C(C(=O)O)(C)C (2-(2-Fluorophenyl)-2-methylpropanoic acid). Reaction SMILES: [OH-].[Na+].[F:3][C:4]1[CH:9]=[CH:8][CH:7]=[CH:6][C:5]=1[C:10]([CH3:16])([CH3:15])[C:11]([O:13]C)=[O:12]>O.CO.C1COCC1>[F:3][C:4]1[CH:9]=[CH:8][CH:7]=[CH:6][C:5]=1[C:10]([CH3:16])([CH3:15])[C:11]([OH:13])=[O:12] |f:0.1|. Reported procedure: A solution of sodium hydroxide (1 g) in water (50 mL) was added to a solution of methyl 2-(2-fluorophenyl)-2-methylpropanoate (example 90, step b) (2.6 g) in methanol (50 mL) and THF (50 mL). The reaction mixture was heated at 40° C. for 40 hours. The organics were removed under reduced pressure and the remaining aqueous solution washed with ethyl acetate. The aqueous layer was cooled and acidified by addition of concentrated HCl. The mixture was extracted with ethyl acetate and the organic laye... Starting materials: O=C(Cl)c1ccccc1, ClCCl, [K+], O=S(=O)([O-])O, c1ccncc1, Cc1c(-c2cc3ccccc3o2)oc(=O)c(C)c1O. Product: Cc1c(-c2cc3ccccc3o2)oc(=O)c(C)c1OC(=O)c1ccccc1. RXN SMILES: [C:7]([c:8]1[cH:9][cH:10][cH:11][cH:12][cH:13]1)(=[O:14])[Cl:15].[Cl:41][CH2:42][Cl:43].[K+:40].[S:35](=[O:36])(=[O:37])([OH:38])[O-:39].[cH:1]1[cH:2][cH:3][n:4][cH:5][cH:6]1.[o:16]1[c:17](-[c:25]2[c:26]([CH3:34])[c:27]([OH:33])[c:28]([CH3:32])[c:29](=[O:31])[o:30]2)[cH:18][c:19]2[c:20]1[cH:21][cH:22][cH:23][cH:24]2>>[C:7]([c:8]1[cH:9][cH:10][cH:11][cH:12][cH:13]1)(=[O:14])[O:33][c:27]1[c:26]([CH3:34])[c:25](-[c:17]2[o:16][c:20]3[c:19]([cH:18]2)[cH:24][cH:23][cH:22][cH:21]3)[o:30][c:29](=[O:31])[c:28]1[CH3:32]. Reactants: CC[C@H]1CCC[C@@H]([C@H](C(=O)C2=C[C@H]3[C@@H]4C[C@@H](C[C@H]4C=C[C@H]3[C@@H]2CC(=O)O1)O[C@H]5[C@@H]([C@@H]([C@H]([C@@H](O5)C)OC)O)OC)C)O[C@H]6CC[C@@H]([C@H](O6)C)N(C)C (Spinosyn J), CC[C@H]1CCC[C@@H]([C@H](C(=O)C2=C[C@H]3[C@H]4C[C@H](C[C@@H]4C(=C[C@@H]3[C@@H]2CC(=O)O1)C)O[C@H]5[C@@H]([C@@H]([C@H]([C@@H](O5)C)OC)O)OC)C)O[C@H]6CC[C@@H]([C@H](O6)C)N(C)C (Spinosyn L), CC[C@H]1CCC[C@@H]([C@H](C(=O)C2=C[C@H]3[C@@H]4C[C@@H](C[C@H]4C=C[C@H]3[C@@H]2CC(=O)O1)O[C@H]5[C@@H]([C@@H]([C@H]([C@@H](O5)C)OC)O)OC)C)O[C@H]6CC[C@@H]([C@H](O6)C)NC (Spinosyn M). The product is CC[C@H]1CCC[C@@H]([C@H](C(=O)C2=C[C@H]3[C@@H]4C[C@H](C[C@H]4C(=C[C@H]3[C@@H]2CC(=O)O1)C)O[C@H]5[C@@H]([C@@H]([C@H]([C@@H](O5)C)OC)O)OC)C)O[C@H]6CC[C@@H]([C@H](O6)C)NC (Spinosyn N). As a reaction SMILES: CC[C@@H]1OC(=O)C[C@@H]2C(=C[C@@H]3[C@H]2C=C[C@H]2[C@H]3C[C@H](O[C@@H]3O[C@@H](C)[C@H](OC)[C@@H](O)[C@H]3OC)C2)C(=O)[C@H](C)[C@@H](O[C@@H]2O[C@H](C)[C@@H](N(C)C)CC2)CCC1.[CH3:52][CH2:53][C@@H:54]1[O:77][C:75](=[O:76])[CH2:74][C@@H:73]2[C:62](=[CH:63][C@@H:64]3[C@@H:72]2[CH:71]=[C:70]([CH3:78])[C@@H:69]2[C@@H:65]3[CH2:66][C@@H:67]([O:79][C@@H:80]3[O:85][C@@H:84]([CH3:86])[C@H:83]([O:87][CH3:88])[C@@H:82]([OH:89])[C@H:81]3[O:90][CH3:91])[CH2:68]2)[C:60](=[O:61])[C@H:59]([CH3:92])[C@@H:58]([O:93][C@@H:94]2[O:99][C@H:98]([CH3:100])[C@@H:97]([N:101](C)[CH3:102])[CH2:96][CH2:95]2)[CH2:57][CH2:56][CH2:55]1.CC[C@@H]1OC(=O)C[C@@H]2C(=C[C@@H]3[C@H]2C=C[C@H]2[C@H]3C[C@H](O[C@@H]3O[C@@H](C)[C@H](OC)[C@@H](O)[C@H]3OC)C2)C(=O)[C@H](C)[C@@H](O[C@@H]2O[C@H](C)[C@@H](NC)CC2)CCC1>>[CH3:52][CH2:53][C@@H:54]1[O:77][C:75](=[O:76])[CH2:74][C@@H:73]2[C:62](=[CH:63][C@@H:64]3[C@H:72]2[CH:71]=[C:70]([CH3:78])[C@H:69]2[C@H:65]3[CH2:66][C@@H:67]([O:79][C@@H:80]3[O:85][C@@H:84]([CH3:86])[C@H:83]([O:87][CH3:88])[C@@H:82]([OH:89])[C@H:81]3[O:90][CH3:91])[CH2:68]2)[C:60](=[O:61])[C@H:59]([CH3:92])[C@@H:58]([O:93][C@@H:94]2[O:99][C@H:98]([CH3:100])[C@@H:97]([NH:101][CH3:102])[CH2:96][CH2:95]2)[CH2:57][CH2:56][CH2:55]1. Procedure details: The following tables illustrate the amount of Spinosyn J, Spinosyn L, Spinosyn M, and Spinosyn N that were produced by culture NRRL 18719